describe an organic reaction: reactants, conditions, products, and yield From a dataset of the Open Reaction Database (ORD), a public repository of structured organic reaction records. Product: O(C1=CC=CC=C1)CCNC(=O)C1=CC=2C(=CN=CC2)N1 (1H-Pyrrolo[2,3-c]pyridine-2-carboxylic acid (2-phenoxyethyl)amide). The reactants are N1C(=CC=2C1=CN=CC2)C(=O)O (1H-pyrrolo[2,3-c]pyridine-2-carboxylic acid), O(C1=CC=CC=C1)CCN (2-phenoxyethylamine). Reaction SMILES: [NH:1]1[C:5]2=[CH:6][N:7]=[CH:8][CH:9]=[C:4]2[CH:3]=[C:2]1[C:10]([OH:12])=O.[O:13]([CH2:20][CH2:21][NH2:22])[C:14]1[CH:19]=[CH:18][CH:17]=[CH:16][CH:15]=1>>[O:13]([CH2:20][CH2:21][NH:22][C:10]([C:2]1[NH:1][C:5]2=[CH:6][N:7]=[CH:8][CH:9]=[C:4]2[CH:3]=1)=[O:12])[C:14]1[CH:19]=[CH:18][CH:17]=[CH:16][CH:15]=1. Procedure: The title compound was prepared as outlined in EXAMPLE 1 from 1H-pyrrolo[2,3-c]pyridine-2-carboxylic acid (Preparation 15) and 2-phenoxyethylamine to give the title compound as a pale yellow solid. δH (CD3OD): 3.81 (2H, t), 4.18 (2H, t), 6.89–6.97 (3H, m), 7.14 (1H, s), 7.26 (2H, t), 7.65 (1H, d), 8.10 (1H, d), 8.78 (1H, s); m/z (ES+)=282 [M+H]+. The reactants are Cl (hydrochloric acid), C(C)OC(=O)[C@H]1CN(CCC1)CCOCCN1C2=CC=CC=C2SC=2C=CC=CC12 ((R)-N-(2-(2-(10H-phenothiazin-10-yl)ethoxy)ethyl)-3-piperidinecarboxylic acid ethyl ester), ClCCl (Dichloromethane), [OH-].[Na+] (sodium hydroxide). Run in C(C)O (ethanol). Conditions: time 4 hour. Product: Cl.C1=CC=CC=2SC3=CC=CC=C3N(C12)CCOCCN1C[C@@H](CCC1)C(=O)O ((R)-N-(2-(2-(10H-Phenothiazin-10-yl)ethoxy)ethyl)-3-piperidinecarboxylic acid hydrochloride). As a reaction SMILES: C([O:3][C:4]([C@@H:6]1[CH2:11][CH2:10][CH2:9][N:8]([CH2:12][CH2:13][O:14][CH2:15][CH2:16][N:17]2[C:30]3[CH:29]=[CH:28][CH:27]=[CH:26][C:25]=3[S:24][C:23]3[C:18]2=[CH:19][CH:20]=[CH:21][CH:22]=3)[CH2:7]1)=[O:5])C.[OH-].[Na+].[Cl:33]CCl.Cl>C(O)C>[ClH:33].[CH:19]1[C:18]2[N:17]([CH2:16][CH2:15][O:14][CH2:13][CH2:12][N:8]3[CH2:9][CH2:10][CH2:11][C@@H:6]([C:4]([OH:5])=[O:3])[CH2:7]3)[C:30]3[C:25](=[CH:26][CH:27]=[CH:28][CH:29]=3)[S:24][C:23]=2[CH:22]=[CH:21][CH:20]=1 |f:1.2,6.7|. Reported procedure: The above ester (0.8 g, 1.8 mmol) was dissolved in ethanol (15 ml) and a 4 N sodium hydroxide solution (2 ml) was added. The mixture was stirred vigorously at room temperature for 4 h. The solvent was evaporated in vacuo to give an oily residue. Dichloromethane (100 ml) was added and the mixture was cooled on an ice-bath. A concentrated hydrochloric acid solution (1 ml) was added. The mixture was stirred vigorously for a few minutes and the phases were separated. The organic phase was dried over... Starting materials: [H-], CI, [Na+], CN(C)C=O, O, COC(=O)C1(NC(=O)OCc2ccccc2)CC1. Product: COC(=O)C1(N(C)C(=O)OCc2ccccc2)CC1. As a reaction SMILES: [H-:1].[I:21][CH3:22].[Na+:2].[O:23]=[CH:24][N:25]([CH3:26])[CH3:27].[OH2:28].[c:3]1([CH2:9][O:10][C:11](=[O:12])[NH:13][C:14]2([C:17](=[O:18])[O:19][CH3:20])[CH2:15][CH2:16]2)[cH:4][cH:5][cH:6][cH:7][cH:8]1>>[c:3]1([CH2:9][O:10][C:11](=[O:12])[N:13]([C:14]2([C:17](=[O:18])[O:19][CH3:20])[CH2:15][CH2:16]2)[CH3:22])[cH:4][cH:5][cH:6][cH:7][cH:8]1.